Dataset: the Open Reaction Database (ORD), a public repository of structured organic reaction records. Task: describe an organic reaction: reactants, conditions, products, and yield Reactants: CC(C)OC(=O)C1=C(C2=C(N(C3=CC=CC(=C23)OCC2=CC=CC=C2)CC(=O)N(CC2=CC=CC=C2)C)C=N1)COC (5-benzyloxy-4-methoxymethyl-9-{2-[N-methyl-N-benzyl-amino]-2-oxoethyl}-9H-pyrido[3,4-b]indole-3-carboxylic acid-(1-methylethyl)-ester), [OH-].[Na+] (sodium hydroxide), Cl (hydrochloric acid). The solvent is CO (methanol). The product is C(C1=CC=CC=C1)OC1=C2C3=C(N(C2=CC=C1)CC(=O)N(CC1=CC=CC=C1)C)C=NC(=C3COC)C(=O)O (5-benzyloxy-4-methoxymethyl-9-{2-[N-methyl-N-benzyl-amino]-2-oxoethyl}-9H-pyrido-[3,4-b]indole-3-carboxylic acid). Isolated yield 86.9%. RXN SMILES: CC([O:4][C:5]([C:7]1[N:39]=[CH:38][C:10]2[N:11]([CH2:26][C:27]([N:29]([CH3:37])[CH2:30][C:31]3[CH:36]=[CH:35][CH:34]=[CH:33][CH:32]=3)=[O:28])[C:12]3[C:17]([C:9]=2[C:8]=1[CH2:40][O:41][CH3:42])=[C:16]([O:18][CH2:19][C:20]1[CH:25]=[CH:24][CH:23]=[CH:22][CH:21]=1)[CH:15]=[CH:14][CH:13]=3)=[O:6])C.[OH-].[Na+].Cl>CO>[CH2:19]([O:18][C:16]1[CH:15]=[CH:14][CH:13]=[C:12]2[C:17]=1[C:9]1[C:8]([CH2:40][O:41][CH3:42])=[C:7]([C:5]([OH:6])=[O:4])[N:39]=[CH:38][C:10]=1[N:11]2[CH2:26][C:27]([N:29]([CH3:37])[CH2:30][C:31]1[CH:32]=[CH:33][CH:34]=[CH:35][CH:36]=1)=[O:28])[C:20]1[CH:21]=[CH:22][CH:23]=[CH:24][CH:25]=1 |f:1.2|. Procedure details: 460 mg of 5-benzyloxy-4-methoxymethyl-9-{2-[N-methyl-N-benzyl-amino]-2-oxoethyl}-9H-pyrido[3,4-b]indole-3-carboxylic acid-(1-methylethyl)-ester is mixed in 3 ml of methanol with 1 ml of aqueous 2N sodium hydroxide solution and held at 40° C. until the reaction is completed. Then, the reaction mixture is acidified with dilute hydrochloric acid, the precipitated reaction product is suctioned off, washed with water and diethyl ether and dried in a vacuum. 370 mg of 5-benzyloxy-4-methoxymethyl-9-{2-... Starting materials: FC1=C(CN2N=CC(=C2)C2=CNC3=NC=C(C=C32)C=3C=C(C=CC3)N3CCN(CC3)C(=O)OC(C)(C)C)C=C(C=C1)F (tert-butyl 4-(3-(3-(1-(2,5-difluorobenzyl)-1H-pyrazol-4-yl)-1H-pyrrolo[2,3-b]pyridin-5-yl)phenyl)piperazine-1-carboxylate), Cl (HCl), SiO2, CCOCC (ether). The solvent is CO (methanol), CO (methanol), C(Cl)(Cl)Cl (chloroform). Run at time 4 hour. The product is FC1=C(CN2N=CC(=C2)C2=CNC3=NC=C(C=C32)C3=CC(=CC=C3)N3CCNCC3)C=C(C=C1)F (3-(1-(2,5-difluorobenzyl)-1H-pyrazol-4-yl)-5-(3-(piperazin-1-yl)phenyl)-1H-pyrrolo[2,3-b]pyridine). The yield is 9.7%. As a reaction SMILES: [F:1][C:2]1[CH:41]=[CH:40][C:39]([F:42])=[CH:38][C:3]=1[CH2:4][N:5]1[CH:9]=[C:8]([C:10]2[C:18]3[C:13](=[N:14][CH:15]=[C:16]([C:19]4[CH:20]=[C:21]([N:25]5[CH2:30][CH2:29][N:28](C(OC(C)(C)C)=O)[CH2:27][CH2:26]5)[CH:22]=[CH:23][CH:24]=4)[CH:17]=3)[NH:12][CH:11]=2)[CH:7]=[N:6]1.Cl.CCOCC>CO.C(Cl)(Cl)Cl>[F:1][C:2]1[CH:41]=[CH:40][C:39]([F:42])=[CH:38][C:3]=1[CH2:4][N:5]1[CH:9]=[C:8]([C:10]2[C:18]3[C:13](=[N:14][CH:15]=[C:16]([C:19]4[CH:24]=[CH:23][CH:22]=[C:21]([N:25]5[CH2:26][CH2:27][NH:28][CH2:29][CH2:30]5)[CH:20]=4)[CH:17]=3)[NH:12][CH:11]=2)[CH:7]=[N:6]1. Reported procedure: To a stirred solution of tert-butyl 4-(3-(3-(1-(2,5-difluorobenzyl)-1H-pyrazol-4-yl)-1H-pyrrolo[2,3-b]pyridin-5-yl)phenyl)piperazine-1-carboxylate (Example-31) (200 mg, 0.351 mmol) in methanol (5 ml) added saturated HCl in methanol at 0° C. This gradually brought to RT and stirred for four hours. Reaction mass was cooled and added ether to get solids. Solvents decanted and solids washed by ethyl acetate and dried. This residue was made free base using saturated sodium carbonate. This afforded 16... The reactants are CC1=C(C=CC=C1)C(C)=O (o-methylacetophenone), [OH-].[K+] (potassium hydroxide). Reagents/catalysts: CC1=CC=C(C=C1)C(C)C.CC1=CC=C(C=C1)C(C)C.Cl[Ru]Cl.Cl[Ru]Cl (Dichloro(p-cymene)ruthenium(II) dimer), [Fe] (Fe). The solvent is C1(=CC=CC=C1)C (toluene), C1(=CC=CC=C1)C (toluene). Reaction conditions: temperature 120 celsius, time 2 hour. Yields the product CC1=C(C=CC=C1)C(C)O (1-(o-methylphenyl)ethanol). Reaction SMILES: [CH3:1][C:2]1[CH:7]=[CH:6][CH:5]=[CH:4][C:3]=1[C:8](=[O:10])[CH3:9].[OH-].[K+]>C1(C)C=CC=CC=1.CC1C=CC(C(C)C)=CC=1.CC1C=CC(C(C)C)=CC=1.Cl[Ru]Cl.Cl[Ru]Cl.[Fe]>[CH3:1][C:2]1[CH:7]=[CH:6][CH:5]=[CH:4][C:3]=1[CH:8]([OH:10])[CH3:9] |f:1.2,4.5.6.7|. Procedure: Dichloro(p-cymene)ruthenium(II) dimer (1.2 mg, 2 μmol, 0.5 mol %) and a chiral ligand (M=Fe, R=i-Pr, Ar=C6H5—, 2.6 μmol, 0.65 mol %) were dissolved in toluene (3 mL) under nitrogen atmosphere, and then heated and stirred for 2 h at 120° C. After the mixture was cooled to room temperature, o-methylacetophenone (0.4 mmol), toluene (2 mL) and an aqueous solution of potassium hydroxide (0.4 mL, 0.2 M) were added thereto. Thereafter, the reaction system was placed in an autoclave, and stirred for 24 ... The reactants are [Cl-].[NH4+] (ammonium chloride), solution, [H-].[Na+] (sodium hydride), C(C#CC)O (2-butyn-1-ol), solution, ClC(C(C)O)Cl (1,1-dichloro-2-propanol), ClC1=NC=NC(=C1)Cl (4,6-dichloropyrimidine), [H-].[Na+] (sodium hydride). Run in O1CCCC1 (tetrahydrofuran), O1CCCC1 (tetrahydrofuran), O1CCCC1 (tetrahydrofuran). Run at temperature 0 celsius, time 2 hour. Yields the product C(C#CC)OC1=NC=NC(=C1)OC(C(Cl)Cl)C (4-(2-butynyloxy)-6-(2,2-dichloro-1-methylethyloxy)pyrimidine). The yield is 51.0%. As a reaction SMILES: Cl[C:2]1[CH:7]=[C:6](Cl)[N:5]=[CH:4][N:3]=1.[H-].[Na+].[Cl:11][CH:12]([Cl:16])[CH:13]([OH:15])[CH3:14].[CH2:17]([OH:21])[C:18]#[C:19][CH3:20].[Cl-].[NH4+]>O1CCCC1>[CH2:17]([O:21][C:2]1[CH:7]=[C:6]([O:15][CH:13]([CH3:14])[CH:12]([Cl:16])[Cl:11])[N:5]=[CH:4][N:3]=1)[C:18]#[C:19][CH3:20] |f:1.2,5.6|. Procedure: First, 0.38 g of 4,6-dichloropyrimidine was dissolved in 5 ml of tetrahydrofuran, to which 0.12 g of sodium hydride (60% in oil) was added and 0.4 ml of a solution containing 0.33 g of 1,1-dichloro-2-propanol in tetrahydrofuran was added dropwise at 0° C., followed by stirring at 0° C. for 2 hours. To this was added dropwise 0.4 ml of a solution containing 0.16 g of 2-butyn-1-ol in tetrahydrofuran at room temperature and further added 0.10 g of sodium hydride (60% in oil), followed by stirring a... Reaction SMILES: [Cl:9][CH2:10][CH2:11][CH2:12][CH2:13][CH:14]([CH3:15])[Cl:16].[N:1]#[C:2][CH2:3][c:4]1[cH:5][cH:6][cH:7][s:8]1.[O:17]=[CH:18][N:19]([CH3:20])[CH3:21].[OH2:22]>>[N:1]#[C:2][C:3]1([c:4]2[cH:5][cH:6][cH:7][s:8]2)[CH2:10][CH2:11][CH2:12][CH2:13][CH:14]1[CH3:15]. Yields the product CC1CCCCC1(C#N)c1cccs1. Reactants: CC(Cl)CCCCCl, N#CCc1cccs1, CN(C)C=O, O. Starting materials: C(C)(C)(C)C=1C=C2C=NN(C(C2=C(C1)F)=O)C1=C(C=O)C(=CC=N1)C1=CN(C(C(=C1)NC1=NC=C(C=C1)N1[C@H](CN(CC1)C1COC1)CC)=O)C ((S)-2-(6-tert-Butyl-8-fluoro-1-oxophthalazin-2(1H)-yl)-4-(5-(5-(2-ethyl-4-(oxetan-3-yl)piperazin-1-yl)pyridin-2-ylamino)-1-methyl-6-oxo-1,6-dihydropyridin-3-yl)nicotinaldehyde), [BH4-].[Na+] (NaBH4). The solvent is CO (CH3OH). Conditions: temperature 25 celsius, time 1 hour. The product is C(C)(C)(C)C=1C=C2C=NN(C(C2=C(C1)F)=O)C1=NC=CC(=C1CO)C1=CN(C(C(=C1)NC1=NC=C(C=C1)N1[C@H](CN(CC1)C1COC1)CC)=O)C ((S)-6-tert-Butyl-2-(4-(5-(5-(2-ethyl-4-(oxetan-3-yl)piperazin-1-yl)pyridin-2-ylamino)-1-methyl-6-oxo-1,6-dihydropyridin-3-yl)-3-(hydroxymethyl)pyridin-2-yl)-8-fluorophthalazin-1(2H)-one). The yield is 50.4%. RXN SMILES: [C:1]([C:5]1[CH:6]=[C:7]2[C:12](=[C:13]([F:15])[CH:14]=1)[C:11](=[O:16])[N:10]([C:17]1[N:24]=[CH:23][CH:22]=[C:21]([C:25]3[CH:30]=[C:29]([NH:31][C:32]4[CH:37]=[CH:36][C:35]([N:38]5[CH2:43][CH2:42][N:41]([CH:44]6[CH2:47][O:46][CH2:45]6)[CH2:40][C@@H:39]5[CH2:48][CH3:49])=[CH:34][N:33]=4)[C:28](=[O:50])[N:27]([CH3:51])[CH:26]=3)[C:18]=1[CH:19]=[O:20])[N:9]=[CH:8]2)([CH3:4])([CH3:3])[CH3:2].[BH4-].[Na+]>CO>[C:1]([C:5]1[CH:6]=[C:7]2[C:12](=[C:13]([F:15])[CH:14]=1)[C:11](=[O:16])[N:10]([C:17]1[C:18]([CH2:19][OH:20])=[C:21]([C:25]3[CH:30]=[C:29]([NH:31][C:32]4[CH:37]=[CH:36][C:35]([N:38]5[CH2:43][CH2:42][N:41]([CH:44]6[CH2:47][O:46][CH2:45]6)[CH2:40][C@@H:39]5[CH2:48][CH3:49])=[CH:34][N:33]=4)[C:28](=[O:50])[N:27]([CH3:51])[CH:26]=3)[CH:22]=[CH:23][N:24]=1)[N:9]=[CH:8]2)([CH3:3])([CH3:2])[CH3:4] |f:1.2|. Procedure details: A mixture of 112a (140 mg, 0.20 mmol), NaBH4 (21 mg, 0.60) and CH3OH (8 mL) was stirred at 25° C. for 1 h. Then the reaction mixture was quenched with water (10 mL), the mixture was extracted with CH2Cl2 (15 mL×2). The combined CH2Cl2 extract was concentrated under reduced pressure. The residue was purified with reverse-phase prep-HPLC to afford 112 (70 mg, 50%). LCMS: [M+H]+ 695. 1H NMR (500 MHz, DMSO) δ 8.50-8.60 (m, 2H), 8.44 (s, 1H), 7.90 (d, J=1.5, 1H), 7.82 (d, J=3.0, 1H), 7.75-7.78 (m, 1H...